This data is from the Open Reaction Database (ORD), a public repository of structured organic reaction records. The task is: describe an organic reaction: reactants, conditions, products, and yield Reactants: [H-].[Na+] (Sodium hydride), CC1=CNC=2CC(CC(C12)=O)(C)C (3,6,6-Trimethyl-1,5,6,7-tetrahydro-indol-4-one), FC1=CC=C2C(=NC=NC2=C1F)N (7,8-Difluoro-quinazolin-4-ylamine). Conditions: temperature 50 celsius, time 10 minute. As a reaction SMILES: [H-].[Na+].[CH3:3][C:4]1[C:12]2[C:11](=[O:13])[CH2:10][C:9]([CH3:15])([CH3:14])[CH2:8][C:7]=2[NH:6][CH:5]=1.F[C:17]1[C:26]([F:27])=[C:25]2[C:20]([C:21]([NH2:28])=[N:22][CH:23]=[N:24]2)=[CH:19][CH:18]=1>CN(C=O)C>[NH2:28][C:21]1[C:20]2[C:25](=[C:26]([F:27])[C:17]([N:6]3[C:7]4[CH2:8][C:9]([CH3:15])([CH3:14])[CH2:10][C:11](=[O:13])[C:12]=4[C:4]([CH3:3])=[CH:5]3)=[CH:18][CH:19]=2)[N:24]=[CH:23][N:22]=1 |f:0.1|. Run in CN(C)C=O (DMF). Product: NC1=NC=NC2=C(C(=CC=C12)N1C=C(C=2C(CC(CC12)(C)C)=O)C)F (1-(4-Amino-8-fluoro-quinazolin-7-yl)-3,6,6-trimethyl-1,5,6,7-tetrahydro-indol-4-one). Procedure details: Sodium hydride (60% suspension in mineral oil, 50 mg, 1.3 mmol) is added to a solution of 3,6,6-Trimethyl-1,5,6,7-tetrahydro-indol-4-one (50 mg, 0.29 mmol) in anhydrous DMF (1 mL). This mixture is stirred at room temperature for 5 minutes before 7,8-Difluoro-quinazolin-4-ylamine (75 mg, 0.41 mmol) is added. After 10 minutes at room temperature, the reaction mixture is heated at 50° C. overnight. The cooled reaction mixture is partitioned between ethyl acetate and water to remove DMF, and the org... Starting materials: C(C(C)C)OC(=O)C1=NN=NN1CC(=O)OCC (5-(isobutoxycarbonyl)-1H-tetrazole-1-acetic acid, ethyl ester), Cl (hydrochloric acid), alcohols. Solvent: O (water). Reaction conditions: temperature 70 celsius, time 20 minute. Yields the product N1(N=NN=C1)CC(=O)O (1H-tetrazole-1-acetic acid). The yield is 98.1%. RXN SMILES: C(OC([C:8]1[N:12]([CH2:13][C:14]([O:16]CC)=[O:15])[N:11]=[N:10][N:9]=1)=O)C(C)C.Cl>O>[N:12]1([CH2:13][C:14]([OH:16])=[O:15])[CH:8]=[N:9][N:10]=[N:11]1. Procedure: The crude 5-(isobutoxycarbonyl)-1H-tetrazole-1-acetic acid, ethyl ester prepared above was treated with 37.5 ml. (0.45 moles) of concentrated hydrochloric acid and 37.5 ml. of water in a 250 ml. 3-neck round bottom flask. The reaction mixture was heated to reflux, and the alcohols liberated as by-products of the reaction were allowed to distill out and carbon dioxide was permitted to evolve. Water was added as required during the reaction to maintain the volume in the flask at approximately 110 ... As a reaction SMILES: [C:43](=[O:44])([O-:45])[O-:46].[CH3:1][O:2][c:3]1[n:4][cH:5][c:6]([B:9]([OH:10])[OH:11])[cH:7][n:8]1.[CH3:37][O:38][CH2:39][CH2:40][O:41][CH3:42].[Cl:12][c:13]1[c:14]([CH3:36])[cH:15][cH:16][c:17]([NH:19][C:20](=[O:21])[C:22]2([c:25]3[cH:26][c:27]4[c:28]([cH:34][cH:35]3)[O:29][C:30]([F:32])([F:33])[O:31]4)[CH2:23][CH2:24]2)[n:18]1.[Na+:47].[Na+:48].[cH:49]1[cH:50][cH:51][c:52]([P:53]([Pd:54]([P:55]([c:56]2[cH:57][cH:58][cH:59][cH:60][cH:61]2)([c:62]2[cH:63][cH:64][cH:65][cH:66][cH:67]2)[c:68]2[cH:69][cH:70][cH:71][cH:72][cH:73]2)([P:74]([c:75]2[cH:76][cH:77][cH:78][cH:79][cH:80]2)([c:81]2[cH:82][cH:83][cH:84][cH:85][cH:86]2)[c:87]2[cH:88][cH:89][cH:90][cH:91][cH:92]2)[P:93]([c:94]2[cH:95][cH:96][cH:97][cH:98][cH:99]2)([c:100]2[cH:101][cH:102][cH:103][cH:104][cH:105]2)[c:106]2[cH:107][cH:108][cH:109][cH:110][cH:111]2)([c:112]2[cH:113][cH:114][cH:115][cH:116][cH:117]2)[c:118]2[cH:119][cH:120][cH:121][cH:122][cH:123]2)[cH:124][cH:125]1>>[CH3:1][O:2][c:3]1[n:4][cH:5][c:6](-[c:13]2[c:14]([CH3:36])[cH:15][cH:16][c:17]([NH:19][C:20](=[O:21])[C:22]3([c:25]4[cH:26][c:27]5[c:28]([cH:34][cH:35]4)[O:29][C:30]([F:32])([F:33])[O:31]5)[CH2:23][CH2:24]3)[n:18]2)[cH:7][n:8]1. The product is COc1ncc(-c2nc(NC(=O)C3(c4ccc5c(c4)OC(F)(F)O5)CC3)ccc2C)cn1. Starting materials: O=C([O-])[O-], COc1ncc(B(O)O)cn1, COCCOC, Cc1ccc(NC(=O)C2(c3ccc4c(c3)OC(F)(F)O4)CC2)nc1Cl, [Na+], [Na+], c1ccc(P(c2ccccc2)(c2ccccc2)[Pd](P(c2ccccc2)(c2ccccc2)c2ccccc2)(P(c2ccccc2)(c2ccccc2)c2ccccc2)P(c2ccccc2)(c2ccccc2)c2ccccc2)cc1. The reactants are CC(C)I, Cc1ccc(S(=O)(=O)Nc2ccc(F)cc2[N+](=O)[O-])cc1, [Na+], [Na], CN(C)C=O, [OH-]. Product: Cc1ccc(S(=O)(=O)N(c2ccc(F)cc2[N+](=O)[O-])C(C)C)cc1. Reaction SMILES: [CH:23]([CH3:24])([CH3:25])[I:26].[F:2][c:3]1[cH:4][c:5]([N+:20](=[O:21])[O-:22])[c:6]([NH:7][S:8](=[O:9])(=[O:10])[c:11]2[cH:12][cH:13][c:14]([CH3:17])[cH:15][cH:16]2)[cH:18][cH:19]1.[Na+:28].[Na:1].[O:29]=[CH:30][N:31]([CH3:32])[CH3:33].[OH-:27]>>[F:2][c:3]1[cH:4][c:5]([N+:20](=[O:21])[O-:22])[c:6]([N:7]([S:8](=[O:9])(=[O:10])[c:11]2[cH:12][cH:13][c:14]([CH3:17])[cH:15][cH:16]2)[CH:23]([CH3:24])[CH3:25])[cH:18][cH:19]1. Reactants: C(CCC)C1=NC2=C(N1CC1=CC=C(C=C1)N)C=CC=C2 (2-n-butyl-1-[(4-amino)benzyl]-benzimidazole), BrC1=C(C=CC=C1)CC(=O)OCC (ethyl 2-bromo-phenylacetate), O.O.O.C(C)(=O)[O-].[Na+] (sodium acetate-trihydrate), C(C)O (ethanol). Conditions: time 18 hour. Yields the product C(CCC)C1=NC2=C(N1CC1=CC=C(C=C1)N(CC1=CC=CC=C1)C(=O)OCC)C=CC=C2 (2-n-Butyl-1-[4-[(α-ethoxycarbonyl)benzylamino]-benzyl]benzimidazole). As a reaction SMILES: [CH2:1]([C:5]1[N:9]([CH2:10][C:11]2[CH:16]=[CH:15][C:14]([NH2:17])=[CH:13][CH:12]=2)[C:8]2[CH:18]=[CH:19][CH:20]=[CH:21][C:7]=2[N:6]=1)[CH2:2][CH2:3][CH3:4].Br[C:23]1[CH:28]=[CH:27][CH:26]=[CH:25][C:24]=1[CH2:29]C(OCC)=O.O.O.O.[C:38]([O-:41])(=[O:40])C.[Na+].[CH2:43](O)[CH3:44]>>[CH2:1]([C:5]1[N:9]([CH2:10][C:11]2[CH:12]=[CH:13][C:14]([N:17]([C:38]([O:41][CH2:43][CH3:44])=[O:40])[CH2:29][C:24]3[CH:25]=[CH:26][CH:27]=[CH:28][CH:23]=3)=[CH:15][CH:16]=2)[C:8]2[CH:18]=[CH:19][CH:20]=[CH:21][C:7]=2[N:6]=1)[CH2:2][CH2:3][CH3:4] |f:2.3.4.5.6|. Procedure details: 1.0 g (3.6 mMol) of 2-n-butyl-1-[(4-amino)benzyl]-benzimidazole, 0.87 g (3.6 mMol) of ethyl 2-bromo-phenylacetate and 0.5 g of sodium acetate-trihydrate are dissolved in 20 ml of ethanol and stirred for 18 hours at ambient temperature. Then the reaction mixture is refluxed for a further 4 hours. The solvent is evaporated down, water is added to the residue which is made alkaline with dilute ammonia solution and extracted with ethyl acetate. The combined organic phases are washed with water, drie... The solvent is C1CCOC1 (THF). Procedure: Di-t-butylchlorophosphine (75.0 g (0.415 mole)) and 0.5 mole of 12M solution of benzylmagnesium chloride in THF (200 ml) were refluxed under argon for 2 days. The reaction mixture was allowed to cool off to RT and an aqueous solution of ammonium chloride was added slowly. The organic phase was separated, and dried with magnesium sulfate. After removal of the solvent, the product was purified by distillation in vacuum. The yield of benzyl-di-t-butylphosphine was 94.3 g (96%) with b.p. 56-59° C./0... Starting materials: [Cl-].[NH4+] (ammonium chloride), C(C)(C)(C)P(Cl)C(C)(C)C (Di-t-butylchlorophosphine), solution, C(C1=CC=CC=C1)[Mg]Cl (benzylmagnesium chloride). Yields the product C(C1=CC=CC=C1)P(C(C)(C)C)C(C)(C)C (Benzyl-di-t-butylphosphine). RXN SMILES: [C:1]([P:5]([C:7]([CH3:10])([CH3:9])[CH3:8])Cl)([CH3:4])([CH3:3])[CH3:2].[CH2:11]([Mg]Cl)[C:12]1[CH:17]=[CH:16][CH:15]=[CH:14][CH:13]=1.[Cl-].[NH4+]>C1COCC1>[CH2:11]([P:5]([C:7]([CH3:10])([CH3:9])[CH3:8])[C:1]([CH3:4])([CH3:3])[CH3:2])[C:12]1[CH:17]=[CH:16][CH:15]=[CH:14][CH:13]=1 |f:2.3|. Starting materials: ClCCCl, CSSCCC(=O)Nc1ccc2[nH]c(C(=O)O)cc2c1, Cl, NN1CC(CCl)c2c1cc(O)c1ccccc21. The product is CSSCCC(=O)Nc1ccc2[nH]c(C(=O)N3CC(CCl)c4c3cc(O)c3ccccc43)cc2c1. RXN SMILES: [CH2:39]([Cl:40])[CH2:41][Cl:42].[CH3:19][S:20][S:21][CH2:22][CH2:23][C:24](=[O:25])[NH:26][c:27]1[cH:28][c:29]2[cH:30][c:31]([C:36](=[O:37])[OH:38])[nH:32][c:33]2[cH:34][cH:35]1.[ClH:18].[OH:1][c:2]1[c:3]2[c:4]([c:5]3[c:9]([cH:10]1)[N:8]([NH2:11])[CH2:7][CH:6]3[CH2:12][Cl:13])[cH:14][cH:15][cH:16][cH:17]2>>[OH:1][c:2]1[c:3]2[c:4]([c:5]3[c:9]([cH:10]1)[N:8]([C:36]([c:31]1[cH:30][c:29]4[cH:28][c:27]([NH:26][C:24]([CH2:23][CH2:22][S:21][S:20][CH3:19])=[O:25])[cH:35][cH:34][c:33]4[nH:32]1)=[O:37])[CH2:7][CH:6]3[CH2:12][Cl:13])[cH:14][cH:15][cH:16][cH:17]2. Reactants: CCCCP(CCCC)CCCC, Cn1c(CO)cc2ccccc21, O=C(N=NC(=O)N1CCCCC1)N1CCCCC1, O=C1SC(Cc2ccc(O)cc2)C(=O)N1C(c1ccccc1)(c1ccccc1)c1ccccc1, c1ccccc1. Product: Cn1c(COc2ccc(CC3SC(=O)N(C(c4ccccc4)(c4ccccc4)c4ccccc4)C3=O)cc2)cc2ccccc21. Reaction SMILES: [CH2:47]([P:48]([CH2:49][CH2:50][CH2:51][CH3:52])[CH2:53][CH2:54][CH2:55][CH3:56])[CH2:57][CH2:58][CH3:59].[CH3:1][n:2]1[c:3]([CH2:11][OH:12])[cH:4][c:5]2[cH:6][cH:7][cH:8][cH:9][c:10]12.[N:60]([C:61]([N:62]1[CH2:63][CH2:64][CH2:65][CH2:66][CH2:67]1)=[O:68])=[N:69][C:70]([N:71]1[CH2:72][CH2:73][CH2:74][CH2:75][CH2:76]1)=[O:77].[OH:13][c:14]1[cH:15][cH:16][c:17]([CH2:18][CH:19]2[C:20](=[O:44])[N:21]([C:25]([c:26]3[cH:27][cH:28][cH:29][cH:30][cH:31]3)([c:32]3[cH:33][cH:34][cH:35][cH:36][cH:37]3)[c:38]3[cH:39][cH:40][cH:41][cH:42][cH:43]3)[C:22](=[O:24])[S:23]2)[cH:45][cH:46]1.[cH:78]1[cH:79][cH:80][cH:81][cH:82][cH:83]1>>[CH3:1][n:2]1[c:3]([CH2:11][O:12][c:14]2[cH:15][cH:16][c:17]([CH2:18][CH:19]3[C:20](=[O:44])[N:21]([C:25]([c:26]4[cH:27][cH:28][cH:29][cH:30][cH:31]4)([c:32]4[cH:33][cH:34][cH:35][cH:36][cH:37]4)[c:38]4[cH:39][cH:40][cH:41][cH:42][cH:43]4)[C:22](=[O:24])[S:23]3)[cH:45][cH:46]2)[cH:4][c:5]2[cH:6][cH:7][cH:8][cH:9][c:10]12. The reactants are CC(Br)c1nc2ccccc2n(C)c1=O, C1CCOC1, ClCCl, NCc1ccccc1, O. Product: CC(NCc1ccccc1)c1nc2ccccc2n(C)c1=O. As a reaction SMILES: [Br:1][CH:2]([CH3:3])[c:4]1[c:5](=[O:15])[n:6]([CH3:14])[c:7]2[cH:8][cH:9][cH:10][cH:11][c:12]2[n:13]1.[CH2:28]1[O:29][CH2:30][CH2:31][CH2:32]1.[Cl:25][CH2:26][Cl:27].[NH2:16][CH2:17][c:18]1[cH:19][cH:20][cH:21][cH:22][cH:23]1.[OH2:24]>>[CH:2]([CH3:3])([c:4]1[c:5](=[O:15])[n:6]([CH3:14])[c:7]2[cH:8][cH:9][cH:10][cH:11][c:12]2[n:13]1)[NH:16][CH2:17][c:18]1[cH:19][cH:20][cH:21][cH:22][cH:23]1. Starting materials: [H-].[H-].[H-].[H-].[Li+].[Al+3] (LiAlH4), [O-]S(=O)(=O)[O-].[Na+].[Na+] (Na2SO4), COC1=CC2=C(CC(O2)C(=O)O)C=C1 ((RS)-6-methoxy-2,3-dihydro-benzofuran-2-carboxylic acid), [OH-].[Na+] (NaOH). Run in C1CCOC1 (THF), CCOC(=O)C (EtOAc), C1CCOC1 (THF), O (H2O), O (H2O). Run at temperature 0 celsius, time 30 minute. The product is COC1=CC2=C(CC(O2)CO)C=C1 ((RS)-(6-methoxy-2,3-dihydro-benzofuran-2-yl)-methanol). Isolated yield 69.6%. Reaction SMILES: [CH3:1][O:2][C:3]1[CH:14]=[CH:13][C:6]2[CH2:7][CH:8]([C:10](O)=[O:11])[O:9][C:5]=2[CH:4]=1.[H-].[H-].[H-].[H-].[Li+].[Al+3].[OH-].[Na+].[O-]S([O-])(=O)=O.[Na+].[Na+]>C1COCC1.CCOC(C)=O.O>[CH3:1][O:2][C:3]1[CH:14]=[CH:13][C:6]2[CH2:7][CH:8]([CH2:10][OH:11])[O:9][C:5]=2[CH:4]=1 |f:1.2.3.4.5.6,7.8,9.10.11|. Procedure details: A solution of (RS)-6-methoxy-2,3-dihydro-benzofuran-2-carboxylic acid (158 mg, 0.813 mmol) in THF (2 ml) was added dropwise in a 0° C. suspension of LiAlH4 (31 mg, 0.813 mmol) in THF (2 ml). After 30 min stirring at 0° C., the reaction mixture was allowed to reflux for 30 minutes. The reaction mixture was then cooled to 0° C. and treated successively with H2O (0.05 ml), 5N NaOH (0.05 ml), H2O (0.15 ml). After 20 minutes stirring at room temperature, EtOAc was added followed by Na2SO4. The so obt...